From a dataset of the Open Reaction Database (ORD), a public repository of structured organic reaction records. describe an organic reaction: reactants, conditions, products, and yield The reactants are COC(=O)C(=Cc1ccc2c(cnn2S(=O)(=O)CC[Si](C)(C)C)c1)NC(=O)OCc1ccccc1, O=S(=O)([O-])C(F)(F)F, [Rh+]. Product: COC(=O)C(Cc1ccc2c(cnn2S(=O)(=O)CC[Si](C)(C)C)c1)NC(=O)OCc1ccccc1. RXN SMILES: [CH3:1][O:2][C:3]([C:4](=[CH:5][c:6]1[cH:7][c:8]2[cH:9][n:10][n:11]([S:15](=[O:16])(=[O:17])[CH2:18][CH2:19][Si:20]([CH3:21])([CH3:22])[CH3:23])[c:12]2[cH:13][cH:14]1)[NH:24][C:25](=[O:26])[O:27][CH2:28][c:29]1[cH:30][cH:31][cH:32][cH:33][cH:34]1)=[O:35].[F:36][C:37]([S:38]([O-:39])(=[O:40])=[O:41])([F:42])[F:43].[Rh+:44]>>[CH3:1][O:2][C:3]([CH:4]([CH2:5][c:6]1[cH:7][c:8]2[cH:9][n:10][n:11]([S:15](=[O:16])(=[O:17])[CH2:18][CH2:19][Si:20]([CH3:21])([CH3:22])[CH3:23])[c:12]2[cH:13][cH:14]1)[NH:24][C:25](=[O:26])[O:27][CH2:28][c:29]1[cH:30][cH:31][cH:32][cH:33][cH:34]1)=[O:35].